From a dataset of the Open Reaction Database (ORD), a public repository of structured organic reaction records. describe an organic reaction: reactants, conditions, products, and yield The reactants are CC=1N(C2=CC=C(C=C2C1)NS(=O)(=O)C(F)(F)F)CC(=O)O ((2-Methyl-5-trifluoromethanesulfonylamino-indol-1-yl)-acetic acid), C(C)OC(C1=CC(=CC=C1)N)=O (3-aminobenzoic ethyl ester). The product is CC=1N(C2=CC=C(C=C2C1)NS(=O)(=O)C(F)(F)F)CC(=O)NC=1C=C(C(=O)O)C=CC1 (3-[2-(2-Methyl-5-trifluoromethanesulfonylamino-indol-1-yl)-acetylamino]-benzoic acid). As a reaction SMILES: [CH3:1][C:2]1[N:3]([CH2:19][C:20](O)=[O:21])[C:4]2[C:9]([CH:10]=1)=[CH:8][C:7]([NH:11][S:12]([C:15]([F:18])([F:17])[F:16])(=[O:14])=[O:13])=[CH:6][CH:5]=2.C([O:25][C:26](=[O:34])[C:27]1[CH:32]=[CH:31][CH:30]=[C:29]([NH2:33])[CH:28]=1)C>>[CH3:1][C:2]1[N:3]([CH2:19][C:20]([NH:33][C:29]2[CH:28]=[C:27]([CH:32]=[CH:31][CH:30]=2)[C:26]([OH:25])=[O:34])=[O:21])[C:4]2[C:9]([CH:10]=1)=[CH:8][C:7]([NH:11][S:12]([C:15]([F:18])([F:16])[F:17])(=[O:14])=[O:13])=[CH:6][CH:5]=2. Reported procedure: Same procedure as Example 82 except (2-Methyl-5-trifluoromethanesulfonylamino-indol-1-yl)-acetic acid and 3-aminobenzoic ethyl ester was used. 1H-NMR (400 MHz, DMSO-d6) δ 12.93 (s, 1H, COOH), 11.44 (s, 1H, SNH), 10.62 (s, 1H, NHCO), 8.23 (t, J=2 Hz, 1H, ArH), 7.82 (dq, J=1, 8 Hz, 1H, ArH), 7.65 (dt, J=1, 8 Hz, 1H, ArH), 7.45 (t, J=8 Hz, 1H, ArH), 7.39 (d, J=8.6 Hz, 1H, H-7), 7.33 (d, J=2.3 Hz, 1H, H-4), 6.94 (dd, J=2.3, 8.6 Hz, 1H, H-6), 6.30 (s, 1H, H-3), 5.02 (s, 2H, CH2), 2.39 (s, 3H, CH3), M... Starting materials: BrC=1C=C(CN(C(OC(C)(C)C)=O)C)C=CC1 (tert-butyl (3-bromo benzyl)-N-methylcarbamate), C(=O)C1=CC=C(C=C1)B(O)O (4-formylbenzene-boronic acid). Yields the product C(=O)C1=CC=C(C=C1)C1=CC(=CC=C1)CN(C(OC(C)(C)C)=O)C (tert-Butyl (4′-formylbiphenyl-3-ylmethyl)-methylcarbamate). Reaction SMILES: Br[C:2]1[CH:3]=[C:4]([CH:15]=[CH:16][CH:17]=1)[CH2:5][N:6]([CH3:14])[C:7](=[O:13])[O:8][C:9]([CH3:12])([CH3:11])[CH3:10].[CH:18]([C:20]1[CH:25]=[CH:24][C:23](B(O)O)=[CH:22][CH:21]=1)=[O:19]>>[CH:18]([C:20]1[CH:25]=[CH:24][C:23]([C:2]2[CH:17]=[CH:16][CH:15]=[C:4]([CH2:5][N:6]([CH3:14])[C:7](=[O:13])[O:8][C:9]([CH3:12])([CH3:11])[CH3:10])[CH:3]=2)=[CH:22][CH:21]=1)=[O:19]. Procedure details: In a manner similar to that of Example 1(e) by reacting 13.7 g (45 mmol) of tert-butyl (3-bromo benzyl)-N-methylcarbamate (prepared in Example 1(b)) with 10 g (67 mmol) of 4-formylbenzene-boronic acid, 11 g (76%) of the expected are obtained.